This data is from the Open Reaction Database (ORD), a public repository of structured organic reaction records. The task is: describe an organic reaction: reactants, conditions, products, and yield Starting materials: Cl.N[C@@H]1CC[C@H](CC1)NC(=O)C1=CNC2=C1N=CN=C2C2=C(C=CC=1OCOC12)OCC1CCC1 (trans-4-(5-cyclobutylmethoxy-benzo[1,3]dioxol-4-yl)-5H-pyrrolo[3,2-d]pyrimidine-7-carboxylic acid (4-amino-cyclohexyl)-amide hydrochloride), C(C)(=O)Cl (acetyl chloride). Product: C(C)(=O)N[C@@H]1CC[C@H](CC1)NC(=O)C1=CNC2=C1N=CN=C2C2=C(C=CC=1OCOC12)OCC1CCC1 (trans-4-(5-Cyclobutylmethoxy-benzo[1,3]dioxol-4-yl)-5H-pyrrolo[3,2-d]pyrimidine-7-carboxylic acid (4-acetylamino-cyclohexyl)-amide). RXN SMILES: Cl.[NH2:2][C@H:3]1[CH2:8][CH2:7][C@H:6]([NH:9][C:10]([C:12]2[C:16]3[N:17]=[CH:18][N:19]=[C:20]([C:21]4[C:29]5[O:28][CH2:27][O:26][C:25]=5[CH:24]=[CH:23][C:22]=4[O:30][CH2:31][CH:32]4[CH2:35][CH2:34][CH2:33]4)[C:15]=3[NH:14][CH:13]=2)=[O:11])[CH2:5][CH2:4]1.[C:36](Cl)(=[O:38])[CH3:37]>>[C:36]([NH:2][C@H:3]1[CH2:8][CH2:7][C@H:6]([NH:9][C:10]([C:12]2[C:16]3[N:17]=[CH:18][N:19]=[C:20]([C:21]4[C:29]5[O:28][CH2:27][O:26][C:25]=5[CH:24]=[CH:23][C:22]=4[O:30][CH2:31][CH:32]4[CH2:35][CH2:34][CH2:33]4)[C:15]=3[NH:14][CH:13]=2)=[O:11])[CH2:5][CH2:4]1)(=[O:38])[CH3:37] |f:0.1|. Procedure details: Starting from trans-4-(5-cyclobutylmethoxy-benzo[1,3]dioxol-4-yl)-5H-pyrrolo[3,2-d]pyrimidine-7-carboxylic acid (4-amino-cyclohexyl)-amide hydrochloride (example A173) and acetyl chloride the title compound is obtained as colorless solid. RXN SMILES: [C:1]([O:9]CC)(=O)[C:2]1[CH:7]=[CH:6][CH:5]=[N:4][CH:3]=1.[C:12](OCC)(=O)[CH2:13]C.[O-]CC.[Na+]>O>[N:4]1[CH:5]=[CH:6][CH:7]=[C:2]([C:1]([CH2:12][CH3:13])=[O:9])[CH:3]=1 |f:2.3|. The product is N1=CC(=CC=C1)C(=O)CC (ethyl 3-pyridyl ketone). The reactants are C(C1=CN=CC=C1)(=O)OCC (ethyl nicotinate), C(CC)(=O)OCC (ethyl propionate), [O-]CC.[Na+] (sodium ethoxide). Conditions: temperature 100 celsius. Run in O (water). Procedure: A mixture of ethyl nicotinate (15.1 g, 0.1 mole), ethyl propionate (15.3 g, 0.15 mole) and sodium ethoxide (10.2 g, 0.15 mole) was stirred and heated under nitrogen at 100°C. for five hours. After cooling, the mixture was diluted with water (150 ml) extracted with diethyl ether (50 ml) and the aqueous layer made acidic to pH 1 with concentrated hydrochloric acid (50 ml). The aqueous layer was heated at 90°C. for two hours, cooled, made alkaline with solid potassium carbonate and extracted with d... Starting materials: BrC1=C(N=C(N=N1)N)C1=C(C=C(C=C1)F)F (6-bromo-5-(2,4-difluorophenyl)-1,2,4-triazin-3-amine), ClC=1C=C(C=CC1)B(O)O (3-chlorophenylboronic acid). Product: ClC=1C=C(C=CC1)C1=C(N=C(N=N1)N)C1=C(C=C(C=C1)F)F (6-(3-Chlorophenyl)-5-(2,4-difluorophenyl)-1,2,4-triazin-3-amine). Yield: 18.0%. As a reaction SMILES: Br[C:2]1[N:7]=[N:6][C:5]([NH2:8])=[N:4][C:3]=1[C:9]1[CH:14]=[CH:13][C:12]([F:15])=[CH:11][C:10]=1[F:16].[Cl:17][C:18]1[CH:19]=[C:20](B(O)O)[CH:21]=[CH:22][CH:23]=1>>[Cl:17][C:18]1[CH:23]=[C:22]([C:2]2[N:7]=[N:6][C:5]([NH2:8])=[N:4][C:3]=2[C:9]2[CH:14]=[CH:13][C:12]([F:15])=[CH:11][C:10]=2[F:16])[CH:21]=[CH:20][CH:19]=1. Procedure: 6-(3-Chlorophenyl)-5-(2,4-difluorophenyl)-1,2,4-triazin-3-amine (23 mg, 15%) was prepared from 6-bromo-5-(2,4-difluorophenyl)-1,2,4-triazin-3-amine (0.13 g, 0.40 mmol) and 3-chlorophenylboronic acid (0.07 g, 0.40 mmol) according to the general procedure of Example 1. Reactants: ClC1=NC2=CC=CC=C2C(=N1)N(C)C ((2-chloro-quinazolin-4-yl)-dimethyl-amine), Cl.N[C@H]1CC[C@H](CC1)C(=O)N (cis-4-amino-cyclohexanecarboxylic acid amide hydrochloride). The solvent is N1=CC=CC=C1 (pyridine). Product: CN(C1=NC(=NC2=CC=CC=C12)N[C@H]1CC[C@H](CC1)C(=O)N)C (cis-4-(4-dimethylamino-quinazolin-2-ylamino)-cyclohexanecarboxylic acid amide). The yield is 43.8%. RXN SMILES: Cl[C:2]1[N:11]=[C:10]([N:12]([CH3:14])[CH3:13])[C:9]2[C:4](=[CH:5][CH:6]=[CH:7][CH:8]=2)[N:3]=1.Cl.[NH2:16][C@@H:17]1[CH2:22][CH2:21][C@H:20]([C:23]([NH2:25])=[O:24])[CH2:19][CH2:18]1>N1C=CC=CC=1>[CH3:13][N:12]([CH3:14])[C:10]1[C:9]2[C:4](=[CH:5][CH:6]=[CH:7][CH:8]=2)[N:3]=[C:2]([NH:16][C@@H:17]2[CH2:22][CH2:21][C@H:20]([C:23]([NH2:25])=[O:24])[CH2:19][CH2:18]2)[N:11]=1 |f:1.2|. Reported procedure: A solution of (2-chloro-quinazolin-4-yl)-dimethyl-amine obtained in step B of example 1 (31.05 g, 150 mmol) and cis-4-amino-cyclohexanecarboxylic acid amide hydrochloride (26.7 g, 150 mmol) in pyridine (150 mL) was stirred at reflux for overnight. The reaction mixture was concentrated and residue was dissolve in CH2Cl2. The organic layer was washed with saturated aqueous NaHCO3 and the aqueous layer was extracted with CH2Cl2. The organic layer was dried over Na2SO4, filtered and concentrated. Th... The reactants are ClC=1C=C2C(=C(C(=NC2=CC1)CC(C)C)CO)C1=CC=CC=C1 ((6-chloro-2-isobutyl-4-phenylquinolin-3-yl)methanol), S(=O)(Cl)Cl (thionyl chloride), C1(C=2C(C(N1)=O)=CC=CC2)=O.[K] (potassium phthalimide). Solvent: C1(=CC=CC=C1)C (toluene). Conditions: time 2.5 day. The product is ClC=1C=C2C(=C(C(=NC2=CC1)CC(C)C)CN1C(C2=CC=CC=C2C1=O)=O)C1=CC=CC=C1 (2-[(6-chloro-2-isobutyl-4-phenylquinolin-3-yl)methyl]-1-H-isoindole-1,3(2H)-dione). Yield: 56.2%. Reaction SMILES: [Cl:1][C:2]1[CH:3]=[C:4]2[C:9](=[CH:10][CH:11]=1)[N:8]=[C:7]([CH2:12][CH:13]([CH3:15])[CH3:14])[C:6]([CH2:16]O)=[C:5]2[C:18]1[CH:23]=[CH:22][CH:21]=[CH:20][CH:19]=1.S(Cl)(Cl)=O.[C:28]1(=[O:38])[NH:32][C:31](=[O:33])[C:30]2=[CH:34][CH:35]=[CH:36][CH:37]=[C:29]12.[K]>C1(C)C=CC=CC=1>[Cl:1][C:2]1[CH:3]=[C:4]2[C:9](=[CH:10][CH:11]=1)[N:8]=[C:7]([CH2:12][CH:13]([CH3:15])[CH3:14])[C:6]([CH2:16][N:32]1[C:28](=[O:38])[C:29]3[C:30](=[CH:34][CH:35]=[CH:36][CH:37]=3)[C:31]1=[O:33])=[C:5]2[C:18]1[CH:19]=[CH:20][CH:21]=[CH:22][CH:23]=1 |f:2.3,^1:38|. Reported procedure: To a solution of (6-chloro-2-isobutyl-4-phenylquinolin-3-yl)methanol (0.70 g, 2.15 mmol) in toluene (15 ml) was added thionyl chloride (0.31 ml, 4.3 mmol), and the mixture was heated under reflux for 1 hr. The reaction mixture was partitioned between ethyl acetate (100 ml) and saturated aqueous sodium hydrogen carbonate (50 ml). The organic layer was washed with saturated brine (20 ml) and dried over anhydrous magnesium sulfate. The solvent was evaporated and the residue was dissolved in N,N-dim... Reactants: CCCCO, CCN(C(C)C)C(C)C, N#Cc1c(Cl)nc(Nc2cc(C3CC3)[nH]n2)c(F)c1I, CC(N)c1ccc(F)cc1, O. The product is CC(Nc1nc(Nc2cc(C3CC3)[nH]n2)c(F)c(I)c1C#N)c1ccc(F)cc1. Reaction SMILES: [CH2:40]([OH:41])[CH2:42][CH2:43][CH3:44].[CH:31]([N:32]([CH2:33][CH3:34])[CH:35]([CH3:36])[CH3:37])([CH3:38])[CH3:39].[Cl:1][c:2]1[c:3]([C:4]#[N:5])[c:6]([I:20])[c:7]([F:19])[c:8]([NH:10][c:11]2[n:12][nH:13][c:14]([CH:16]3[CH2:17][CH2:18]3)[cH:15]2)[n:9]1.[F:21][c:22]1[cH:23][cH:24][c:25]([CH:28]([CH3:29])[NH2:30])[cH:26][cH:27]1.[OH2:45]>>[c:2]1([NH:30][CH:28]([c:25]2[cH:24][cH:23][c:22]([F:21])[cH:27][cH:26]2)[CH3:29])[c:3]([C:4]#[N:5])[c:6]([I:20])[c:7]([F:19])[c:8]([NH:10][c:11]2[n:12][nH:13][c:14]([CH:16]3[CH2:17][CH2:18]3)[cH:15]2)[n:9]1.